This data is from the Open Reaction Database (ORD), a public repository of structured organic reaction records. The task is: describe an organic reaction: reactants, conditions, products, and yield Reactants: ClCCl, Cl, O=N[O-], CC(C)(C)OC(=O)N1CCNCC1, [Na+], [Na+], [OH-], O. Product: CC(C)(C)OC(=O)N1CCN(N=O)CC1. RXN SMILES: [Cl:22][CH2:23][Cl:24].[ClH:1].[N:15](=[O:16])[O-:17].[N:2]1([C:8](=[O:9])[O:10][C:11]([CH3:12])([CH3:13])[CH3:14])[CH2:3][CH2:4][NH:5][CH2:6][CH2:7]1.[Na+:18].[Na+:20].[OH-:19].[OH2:21]>>[N:2]1([C:8](=[O:9])[O:10][C:11]([CH3:12])([CH3:13])[CH3:14])[CH2:3][CH2:4][N:5]([N:15]=[O:16])[CH2:6][CH2:7]1. The reactants are CN=C=S, CC#N, c1nc2c([nH]1)CCNC2C1CCCCC1. Yields the product CNC(=S)N1CCc2[nH]cnc2C1C1CCCCC1. RXN SMILES: [CH3:16][N:17]=[C:18]=[S:19].[CH3:20][C:21]#[N:22].[CH:1]1([CH:7]2[NH:8][CH2:9][CH2:10][c:11]3[c:12]2[n:13][cH:14][nH:15]3)[CH2:2][CH2:3][CH2:4][CH2:5][CH2:6]1>>[CH:1]1([CH:7]2[N:8]([C:18]([NH:17][CH3:16])=[S:19])[CH2:9][CH2:10][c:11]3[c:12]2[n:13][cH:14][nH:15]3)[CH2:2][CH2:3][CH2:4][CH2:5][CH2:6]1. Procedure details: A stirred mixture of 3 g (16 mmol) of methyl (2-methylpyrid-3-yl)-α-hydroxyacetate (Example 1b) in 20 ml of methylene chloride and 0.5 g (3.5 mmol) of Na2HPO4, 0.6 g (5 mmol) of NaH2PO4 and 0.2 g (1.6 mmol) of KBr in 20 ml of water was treated with a spatula-tipful of tetramethylpyridine N-oxyl and 10 ml of 12.5% strength sodium hypochlorite solution. The mixture was stirred for 1 hour at room temperature, and the organic phase was subsequently separated off and concentrated. The residue obtaine... Run in C(Cl)Cl (methylene chloride), O (water). Yields the product CC1=NC=CC=C1C(C(=O)OC)=O (Methyl (2-methylpyrid-3-yl)glyoxylate). Conditions: time 1 hour. The reactants are CC1=NC=CC=C1C(C(=O)OC)O (methyl (2-methylpyrid-3-yl)-α-hydroxyacetate), Na2HPO4, NaH2PO4, [K+].[Br-] (KBr), tetramethylpyridine N-oxyl, Cl[O-].[Na+] (sodium hypochlorite). RXN SMILES: [CH3:1][C:2]1[C:7]([CH:8]([OH:13])[C:9]([O:11][CH3:12])=[O:10])=[CH:6][CH:5]=[CH:4][N:3]=1.[K+].[Br-].Cl[O-].[Na+]>C(Cl)Cl.O>[CH3:1][C:2]1[C:7]([C:8](=[O:13])[C:9]([O:11][CH3:12])=[O:10])=[CH:6][CH:5]=[CH:4][N:3]=1 |f:1.2,3.4|. The yield is 76.7%. The reactants are solid, Cl.Cl.Cl.O1CCC=2C(=NC=CC21)N2CCN(CC2)CC[C@@H]2CC[C@H](CC2)N (trans-4-{2-[4-(2,3-dihydrofuro[3,2-c]pyridin-4-yl)-piperazin-1-yl]-ethyl}-cyclohexanamine trihydrochloride), Cl.Cl.Cl.O1CCC=2C(=NC=CC21)N2CCN(CC2)CC[C@@H]2CC[C@H](CC2)N (trans-4-{2-[4-(2,3-dihydrofuro[3,2-c]pyridin-4-yl)-piperazin-1-yl]-ethyl}-cyclohexanamine trihydrochloride), FC(C1=CC=C(C(=O)O)C=C1)(F)F (4-trifluoromethyl-benzoic acid). The product is O1CCC=2C(=NC=CC21)N2CCN(CC2)CC[C@@H]2CC[C@H](CC2)NC(C2=CC=C(C=C2)C(F)(F)F)=O (trans-N-(4-{2-[4-(2,3-Dihydro-furo[3,2-c]pyridin-4-yl)-piperazin-1-yl]-ethyl}-cyclohexyl)-4-trifluoromethyl-benzamide). RXN SMILES: Cl.Cl.Cl.[O:4]1[C:12]2[CH:11]=[CH:10][N:9]=[C:8]([N:13]3[CH2:18][CH2:17][N:16]([CH2:19][CH2:20][C@H:21]4[CH2:26][CH2:25][C@H:24]([NH2:27])[CH2:23][CH2:22]4)[CH2:15][CH2:14]3)[C:7]=2[CH2:6][CH2:5]1.[F:28][C:29]([F:40])([F:39])[C:30]1[CH:38]=[CH:37][C:33]([C:34](O)=[O:35])=[CH:32][CH:31]=1>>[O:4]1[C:12]2[CH:11]=[CH:10][N:9]=[C:8]([N:13]3[CH2:18][CH2:17][N:16]([CH2:19][CH2:20][C@H:21]4[CH2:26][CH2:25][C@H:24]([NH:27][C:34](=[O:35])[C:33]5[CH:37]=[CH:38][C:30]([C:29]([F:28])([F:39])[F:40])=[CH:31][CH:32]=5)[CH2:23][CH2:22]4)[CH2:15][CH2:14]3)[C:7]=2[CH2:6][CH2:5]1 |f:0.1.2.3|. Procedure details: The title compound, off-white solid (111 mg, 88%), MS (ISP) m/z=503.3 [(M+H)+], mp 227° C., was prepared in accordance with the general method of example 32 from trans-4-{2-[4-(2,3-dihydrofuro[3,2-c]pyridin-4-yl)-piperazin-1-yl]-ethyl}-cyclohexanamine trihydrochloride (intermediate C) (110 mg, 0.25 mmol) and 4-trifluoromethyl-benzoic acid. The reactants are ClC=1N=C(C2=C(N1)CN(C2)C(=O)OC)N2[C@H](COCC2)C ((S)-methyl 2-chloro-4-(3-methylmorpholino)-5H-pyrrolo[3,4-d]pyrimidine-6(7H)-carboxylate), ClC=1N=C(C2=C(N1)CN(C2)C(=O)OC)N2[C@H](COCC2)C ((S)-methyl 2-chloro-4-(3-methylmorpholino)-5H-pyrrolo[3,4-d]pyrimidine-6(7H)-carboxylate), C(C)NC(=O)NC1=CC(=C(C=C1)B1OC(C(O1)(C)C)(C)C)F (1-ethyl-3-(3-fluoro-4-(4,4,5,5-tetramethyl-1,3,2-dioxaborolan-2-yl)phenyl)urea), C(C)NC(=O)NC1=CC(=C(C=C1)B1OC(C(O1)(C)C)(C)C)F (1-ethyl-3-(3-fluoro-4-(4,4,5,5-tetramethyl-1,3,2-dioxaborolan-2-yl)phenyl)urea), ClCCl (dichloromethane), C([O-])([O-])=O.[Na+].[Na+] (sodium carbonate). Run in CCO (EtOH), O (H2O), COCCOC (DME). As a reaction SMILES: Cl[C:2]1[N:3]=[C:4]([N:15]2[CH2:20][CH2:19][O:18][CH2:17][C@@H:16]2[CH3:21])[C:5]2[CH2:10][N:9]([C:11]([O:13][CH3:14])=[O:12])[CH2:8][C:6]=2[N:7]=1.[CH2:22]([NH:24][C:25]([NH:27][C:28]1[CH:33]=[CH:32][C:31](B2OC(C)(C)C(C)(C)O2)=[C:30]([F:43])[CH:29]=1)=[O:26])[CH3:23].ClCCl.C(=O)([O-])[O-].[Na+].[Na+]>C1C=CC(P(C2C=CC=CC=2)[C-]2C=CC=C2)=CC=1.C1C=CC(P(C2C=CC=CC=2)[C-]2C=CC=C2)=CC=1.Cl[Pd]Cl.[Fe+2].CCO.O.COCCOC>[CH2:22]([NH:24][C:25](=[O:26])[NH:27][C:28]1[CH:33]=[CH:32][C:31]([C:2]2[N:3]=[C:4]([N:15]3[CH2:20][CH2:19][O:18][CH2:17][C@@H:16]3[CH3:21])[C:5]3[CH2:10][N:9]([C:11]([O:13][CH3:14])=[O:12])[CH2:8][C:6]=3[N:7]=2)=[C:30]([F:43])[CH:29]=1)[CH3:23] |f:3.4.5,6.7.8.9|. The yield is 4.2%. The reagents and catalysts are C1=CC=C(C=C1)P([C-]2C=CC=C2)C3=CC=CC=C3.C1=CC=C(C=C1)P([C-]2C=CC=C2)C3=CC=CC=C3.Cl[Pd]Cl.[Fe+2] ([1,1′-Bis(diphenylphosphino)ferrocene]dichloropalladium). Reported procedure: A solution of (S)-methyl 2-chloro-4-(3-methylmorpholino)-5H-pyrrolo[3,4-d]pyrimidine-6(7H)-carboxylate (intermediate 26) (98 mg, 0.313 mmol), 1-ethyl-3-(3-fluoro-4-(4,4,5,5-tetramethyl-1,3,2-dioxaborolan-2-yl)phenyl)urea (intermediate 28) (110 mg, 0.357 mmol), [1,1′-Bis(diphenylphosphino)ferrocene]dichloropalladium (II), complex with dichloromethane (13 mg, 0.0157 mmol) and sodium carbonate (93 mg, 0.876 mmol) in 2 ml of a 7:3:1 mixture of DME:H2O:EtOH respectively was heated in the microwave at... The product is C(C)NC(NC1=CC(=C(C=C1)C=1N=C(C2=C(N1)CN(C2)C(=O)OC)N2[C@H](COCC2)C)F)=O ((S)-methyl 2-(4-(3-ethylureido)-2-fluorophenyl)-4-(3-methylmorpholino)-5H-pyrrolo[3,4-d]pyrimidine-6-(7H)-carboxylate). Reactants: C(C)(C)(C)OC(NC1=C(C=CC(=C1)OC)CC(CC)=O)=O ([5-methoxy-2-(2-oxo-butyl)-phenyl]-carbamic acid t-butyl ester), C(=O)(C(F)(F)F)O (TFA). Run in C1CCOC1 (THF). Run at time 5 hour. The product is C(C)C=1NC2=CC(=CC=C2C1)OC (2-Ethyl-6-methoxy-1H-indole). Isolated yield 166.9%. RXN SMILES: C(OC(=O)[NH:7][C:8]1[CH:13]=[C:12]([O:14][CH3:15])[CH:11]=[CH:10][C:9]=1[CH2:16][C:17](=O)[CH2:18][CH3:19])(C)(C)C.C(O)(C(F)(F)F)=O>C1COCC1>[CH2:18]([C:17]1[NH:7][C:8]2[C:9]([CH:16]=1)=[CH:10][CH:11]=[C:12]([O:14][CH3:15])[CH:13]=2)[CH3:19]. Procedure: To a solution of [5-methoxy-2-(2-oxo-butyl)-phenyl]-carbamic acid t-butyl ester 73b (1.36 g, 4.65 mmole) in 10 ml THF was added 4 ml TFA. The reaction mixture was stirred at room temperature for 5 h, quenched with 50 ml H2O and extracted with EtOAc. The organic layer was dried over MgSO4 and concentrated. The residue was purified by flash column chromatography (10-15% EtOAc in hexane) to give pale yellow solid (1.36 g, 73%). 1H NMR (CDCl3) δ7.75 (1H, bs), 7.49 (1H, d, J=8.6 Hz), 6.81 (1H, s), 6.... Starting materials: NC1=C(SC(=C1)C=1C=NNC1C)C(=O)N (3-amino-5-(5-methyl-1H-pyrazol-4-yl) thiophene-2-carboxamide), FC1(CCC(CC1)=O)F (4,4-difluorocyclohexanone), CC1(C2CCC1(C(=O)C2)CS(=O)(=O)O)C (CSA), [O-]S(=O)(=O)[O-].[Mg+2] (MgSO4), C(=O)(O)[O-].[Na+] (NaHCO3). The solvent is CC(=O)N(C)C (DMA). Conditions: temperature 80 celsius, time 2 hour. Yields the product FC1(CCC2(NC(C3=C(N2)C=C(S3)C=3C=NNC3C)=O)CC1)F (4,4-difluoro-6′-(5-methyl-1H-pyrazol-4-yl)-1′H-spiro[cyclohexane-1,2′-thieno[3,2-d]pyrimidin]-4′(3′H)-one). Yield: 38.7%. Reaction SMILES: [NH2:1][C:2]1[CH:6]=[C:5]([C:7]2[CH:8]=[N:9][NH:10][C:11]=2[CH3:12])[S:4][C:3]=1[C:13]([NH2:15])=[O:14].[F:16][C:17]1([F:24])[CH2:22][CH2:21][C:20](=O)[CH2:19][CH2:18]1.CC1(C)C2(CS(O)(=O)=O)C(CC1CC2)=O.[O-]S([O-])(=O)=O.[Mg+2].C([O-])(O)=O.[Na+]>CC(N(C)C)=O>[F:16][C:17]1([F:24])[CH2:22][CH2:21][C:20]2([NH:1][C:2]3[CH:6]=[C:5]([C:7]4[CH:8]=[N:9][NH:10][C:11]=4[CH3:12])[S:4][C:3]=3[C:13](=[O:14])[NH:15]2)[CH2:19][CH2:18]1 |f:3.4,5.6|. Reported procedure: A mixture of 3-amino-5-(5-methyl-1H-pyrazol-4-yl) thiophene-2-carboxamide (100 mg, 0.45 mmol), 4,4-difluorocyclohexanone (181 mg, 1.35 mmol), CSA (10 mg, 0.045 mmol), MgSO4 (108 mg, 0.90 mmol) and DMA (1 mL) was stirred at 80° C. for 2 h. The mixture was poured into saturated aqueous NaHCO3. The organic materials were extracted with EtOAc. The combined extracts were washed with water and brine, dried over Na2SO4 and filtered. After removal of the solvent at reduced pressure, the residue was puri... Starting materials: [Cl-], Cl, Cc1cccc(C)c1Nn1c(N)cc(=O)[nH]c1=O, [Na+], O=[N+]([O-])[O-], O. Product: Cc1cccc(C)c1Nn1c(Cl)cc(=O)[nH]c1=O. Reaction SMILES: [Cl-:25].[ClH:19].[NH2:1][c:2]1[cH:3][c:4](=[O:18])[nH:5][c:6](=[O:17])[n:7]1[NH:8][c:9]1[c:10]([CH3:16])[cH:11][cH:12][cH:13][c:14]1[CH3:15].[Na+:20].[O-:21][N+:22](=[O:23])[O-:24].[OH2:26]>>[c:2]1([Cl:19])[cH:3][c:4](=[O:18])[nH:5][c:6](=[O:17])[n:7]1[NH:8][c:9]1[c:10]([CH3:16])[cH:11][cH:12][cH:13][c:14]1[CH3:15].